describe an organic reaction: reactants, conditions, products, and yield From a dataset of the Open Reaction Database (ORD), a public repository of structured organic reaction records. Reactants: C1=CC=CC=2C3=CC=CC=C3C(C12)COC(=O)NC(COS(=O)(=O)C)(C)C (methanesulfonic acid 2-(9H-fluoren-9-ylmethoxycarbonylamino)-2-methyl-propyl ester), C(C)(=S)O (thioacetic acid). Product: C1=CC=CC=2C3=CC=CC=C3C(C12)COC(=O)NC(CSC(C)=O)(C)C (thioacetic acid S-[2-(9H-fluoren-9-ylmethoxycarbonylamino)-2-methyl-propyl]ester). Reaction SMILES: [CH:1]1[C:13]2[CH:12]([CH2:14][O:15][C:16]([NH:18][C:19]([CH3:27])([CH3:26])[CH2:20]OS(C)(=O)=O)=[O:17])[C:11]3[C:6](=[CH:7][CH:8]=[CH:9][CH:10]=3)[C:5]=2[CH:4]=[CH:3][CH:2]=1.[C:28]([OH:31])(=[S:30])[CH3:29]>>[CH:1]1[C:13]2[CH:12]([CH2:14][O:15][C:16]([NH:18][C:19]([CH3:27])([CH3:26])[CH2:20][S:30][C:28](=[O:31])[CH3:29])=[O:17])[C:11]3[C:6](=[CH:7][CH:8]=[CH:9][CH:10]=3)[C:5]=2[CH:4]=[CH:3][CH:2]=1. Reported procedure: Thioacetic acid S-[2-(9H-fluoren-9-ylmethoxycarbonylamino)-2-methyl-propyl]ester was prepared by an analogous procedure as described in example 26 ii) starting from 6.19 g (15.9 mmol) methanesulfonic acid 2-(9H-fluoren-9-ylmethoxycarbonylamino)-2-methyl-propyl ester and 2.1 ml (1.8 equiv.) thioacetic acid. Purification by flash chromatography on silica gel (eluent: CH2Cl2) gave pure thioacetic acid S-[2-(9H-fluoren-9-ylmethoxycarbonylamino)-2-methyl-propyl]ester as yellow oil. Yield: 1.87 g MS (...